Dataset: the Open Reaction Database (ORD), a public repository of structured organic reaction records. Task: describe an organic reaction: reactants, conditions, products, and yield Reactants: C1(C=2C(C(N1CCN1N=C(C=CC1=O)C=1C(=NN3C1C=CC=C3)C3=CC=CC=C3)=O)=CC=CC2)=O (3-[2-(2-phthalimidoethyl)-3-oxo-2,3-dihydropyridazin-6-yl]-2-phenylpyrazolo[1,5-a]pyridine), O.NN (hydrazine monohydrate). The solvent is C(C)O (ethanol). Conditions: time 1 hour. Yields the product NCCN1N=C(C=CC1=O)C=1C(=NN2C1C=CC=C2)C2=CC=CC=C2 (3-[2-(2-aminoethyl)-3-oxo-2,3-dihydropyridazin-6-yl]-2-phenylpyrazolo[1,5-a]pyridine). The yield is 95.0%. RXN SMILES: C1(=O)[N:5]([CH2:6][CH2:7][N:8]2[C:13](=[O:14])[CH:12]=[CH:11][C:10]([C:15]3[C:16]([C:24]4[CH:29]=[CH:28][CH:27]=[CH:26][CH:25]=4)=[N:17][N:18]4[CH:23]=[CH:22][CH:21]=[CH:20][C:19]=34)=[N:9]2)C(=O)C2=CC=CC=C12.O.NN>C(O)C>[NH2:5][CH2:6][CH2:7][N:8]1[C:13](=[O:14])[CH:12]=[CH:11][C:10]([C:15]2[C:16]([C:24]3[CH:29]=[CH:28][CH:27]=[CH:26][CH:25]=3)=[N:17][N:18]3[CH:23]=[CH:22][CH:21]=[CH:20][C:19]=23)=[N:9]1 |f:1.2|. Reported procedure: A mixture of 3-[2-(2-phthalimidoethyl)-3-oxo-2,3-dihydropyridazin-6-yl]-2-phenylpyrazolo[1,5-a]pyridine (2.2 g), hydrazine monohydrate (2 ml), and ethanol (100 ml) was stirred for 1 hour under reflux. After being cooled to room temperature, the reaction mixture was concentrated, and the residue was partitioned between chloroform and water. The organic layer was separated, and extracted with 10% hydrochloric acid. The aqueous layer was washed twice with chloroform, neutralized with sodium hydroxi... Starting materials: ClC1=C(C=C(C=C1)NC(=O)NC1=C(C=C(C=C1)OC1=NC(=NC=C1)S(=O)(=O)C)Cl)C(F)(F)F (1-(4-Chloro-3-trifluoromethyl-phenyl)-3-[2-chloro-4-(2-methanesulfonyl-pyrimidin-4-yloxy)-phenyl]-urea), NCCCO (3-amino-propan-1-ol). Run in C1CCOC1 (THF). Run at time 12 hour. Product: ClC1=C(C=CC(=C1)OC1=NC(=NC=C1)NCCCO)NC(=O)NC1=CC(=C(C=C1)Cl)C(F)(F)F (1-{2-Chloro-4-[2-(3-hydroxy-propylamino)-pyrimidin-4-yloxy]-phenyl}-3-(4-chloro-3-trifluoromethylphenyl)-urea). As a reaction SMILES: [Cl:1][C:2]1[CH:7]=[CH:6][C:5]([NH:8][C:9]([NH:11][C:12]2[CH:17]=[CH:16][C:15]([O:18][C:19]3[CH:24]=[CH:23][N:22]=[C:21](S(C)(=O)=O)[N:20]=3)=[CH:14][C:13]=2[Cl:29])=[O:10])=[CH:4][C:3]=1[C:30]([F:33])([F:32])[F:31].[NH2:34][CH2:35][CH2:36][CH2:37][OH:38]>C1COCC1>[Cl:29][C:13]1[CH:14]=[C:15]([O:18][C:19]2[CH:24]=[CH:23][N:22]=[C:21]([NH:34][CH2:35][CH2:36][CH2:37][OH:38])[N:20]=2)[CH:16]=[CH:17][C:12]=1[NH:11][C:9]([NH:8][C:5]1[CH:6]=[CH:7][C:2]([Cl:1])=[C:3]([C:30]([F:33])([F:32])[F:31])[CH:4]=1)=[O:10]. Reported procedure: A mixture of 71 mg (0.145 mmol) 1-(4-Chloro-3-trifluoromethyl-phenyl)-3-[2-chloro-4-(2-methanesulfonyl-pyrimidin-4-yloxy)-phenyl]-urea, 23 mg (0.30 mmol) 3-amino-propan-1-ol and 2 ml THF was stirred at r.t. for 12 h. The reaction mixture was evaporated and the residue purified by chromatography on silica (dichloromethane/ethanol 96:4). Yield 21 mg (28%) of the title compound. The reactants are [Si](C1=CC=CC=C1)(C1=CC=CC=C1)(C(C)(C)C)OCCCCCNC(C)C (5-(tert-butyldiphenylsilyloxy)-N-isopropylpentan-1-amine), C(CCCCCC)(=O)O (heptanoic acid). Yields the product [Si](C1=CC=CC=C1)(C1=CC=CC=C1)(C(C)(C)C)OCCCCCN(C(CCCCCC)=O)C(C)C (N-(5-(tert-Butyldiphenylsilyloxy)pentyl)-N-isopropylheptanamide). Yield: 90.8%. RXN SMILES: [Si:1]([O:18][CH2:19][CH2:20][CH2:21][CH2:22][CH2:23][NH:24][CH:25]([CH3:27])[CH3:26])([C:14]([CH3:17])([CH3:16])[CH3:15])([C:8]1[CH:13]=[CH:12][CH:11]=[CH:10][CH:9]=1)[C:2]1[CH:7]=[CH:6][CH:5]=[CH:4][CH:3]=1.[C:28](O)(=[O:35])[CH2:29][CH2:30][CH2:31][CH2:32][CH2:33][CH3:34]>>[Si:1]([O:18][CH2:19][CH2:20][CH2:21][CH2:22][CH2:23][N:24]([CH:25]([CH3:27])[CH3:26])[C:28](=[O:35])[CH2:29][CH2:30][CH2:31][CH2:32][CH2:33][CH3:34])([C:14]([CH3:16])([CH3:17])[CH3:15])([C:8]1[CH:9]=[CH:10][CH:11]=[CH:12][CH:13]=1)[C:2]1[CH:3]=[CH:4][CH:5]=[CH:6][CH:7]=1. Procedure details: Following literature precedent,2 5-(tert-butyldiphenylsilyloxy)-N-isopropylpentan-1-amine (0.90 g, 2.30 mmol) was condensed with heptanoic acid (0.26 g, 2.0 mmol) to give the title amide (0.90 g, 79%) as a viscous oil. TLC:EtOAc/hexanes (3:8), Rf˜0.60; 1H NMR (300 MHz, 1:1 mixture of rotamers) δ 7.65-7.67 (m, 4H), 7.30-7.40 (m, 6H), 4.62-4.72 (m, 0.5 H), 4.00-4.80 (m, 0.5H), 3.62 (t, J=4.8 Hz, 1H), 3.68 (t, J=4.8 Hz, 1H), 3.02 (t, J=5.2 Hz, 1H), 3.16 (t, J=5.2 Hz, 1H), 2.38 (t, J=5.3 Hz, 1H), 2.... The reactants are O (water), C(C)(=S)[O-].[K+] (Potassium thioacetate), CS(=O)(=O)OC[C@H](C(C)(C)C)NC1=NC(=NC=C1F)Cl ((S)-2-(2-chloro-5-fluoropyrimidin-4-ylamino)-3,3-dimethylbutyl methanesulfonate), CS(=O)(=O)OC[C@H](C(C)(C)C)NC1=NC(=NC=C1F)Cl ((S)-2-(2-chloro-5-fluoropyrimidin-4-ylamino)-3,3-dimethylbutyl methanesulfonate). Run in CN(C)C=O (DMF). Run at temperature 78 celsius, time 1 hour. The product is C(C)(SC[C@H](C(C)(C)C)NC1=NC(=NC=C1F)Cl)=O ((S)—S-2-(2-chloro-5-fluoropyrimidin-4-ylamino)-3,3-dimethylbutyl ethanethioate). As a reaction SMILES: [C:1]([O-:4])(=[S:3])[CH3:2].[K+].CS(O[CH2:11][C@@H:12]([NH:17][C:18]1[C:23]([F:24])=[CH:22][N:21]=[C:20]([Cl:25])[N:19]=1)[C:13]([CH3:16])([CH3:15])[CH3:14])(=O)=O.O>CN(C=O)C>[C:1](=[O:4])([S:3][CH2:11][C@@H:12]([NH:17][C:18]1[C:23]([F:24])=[CH:22][N:21]=[C:20]([Cl:25])[N:19]=1)[C:13]([CH3:16])([CH3:14])[CH3:15])[CH3:2] |f:0.1|. Reported procedure: Potassium thioacetate (1.30 g, 11.51 mmol) was added to a stirring solution of (S)-2-(2-chloro-5-fluoropyrimidin-4-ylamino)-3,3-dimethylbutyl methanesulfonate, 75a, (2.50 g, 7.67 mmol) in dry DMF (50 mL). The resulting brown solution was heated with stirring at 78° C. for 1 hour. The brown suspension was poured into water and extracted with EtOAc (3×100 mL). The combined organic phases were dried (MgSO4), filtered and concentrated under reduced pressure. The crude residue was purified by silica ... Starting materials: ClC=1C=C(C=CC1OCC1=CC=CC=C1)C1=NC2=C(C=3C(=C(C=C(C13)F)O)F)C(=NN2C(C)(C)C)C (5-{3-Chloro-4-[(phenylmethyl)oxy]phenyl}-3-(1,1-dimethylethyl)-6,9-difluoro-1-methyl-3H-pyrazolo[3,4-c]isoquinolin-8-ol), Cl (HCl), C=O (Formaldehyde), C([O-])([O-])=O.[K+].[K+] (potassium carbonate), CS(=O)(=O)OCC1CCN(CC1)C(=O)OC(C)(C)C (1,1-dimethylethyl 4-{[(methylsulfonyl)oxy]methyl}piperidine-1-carboxylate), FC(C(=O)O)(F)F (trifluoroacetic acid). Run in CN(C=O)C (dimethylformamide), O1CCOCC1 (dioxan), C(=O)O (formic acid), CCO (EtOH). Conditions: temperature 70 celsius, time 15 hour. The product is FC(C(=O)O)(F)F.ClC1=C(C=CC(=C1)C1=NC2=C(C=3C(=C(C=C(C13)F)OCC1CCN(CC1)C)F)C(=NN2)C)O (2-chloro-4-(6,9-difluoro-1-methyl-8-{[(1-methylpiperidin-4-yl)methyl]oxy}-3H-pyrazolo[3,4-c]isoquinolin-5-yl)phenol trifluoroacetate). Isolated yield 16.0%. Reaction SMILES: [Cl:1][C:2]1[CH:3]=[C:4]([C:16]2[C:25]3[C:24]([F:26])=[CH:23][C:22]([OH:27])=[C:21]([F:28])[C:20]=3[C:19]3[C:29]([CH3:36])=[N:30][N:31](C(C)(C)C)[C:18]=3[N:17]=2)[CH:5]=[CH:6][C:7]=1[O:8]CC1C=CC=CC=1.C(=O)([O-])[O-].[K+].[K+].CS(O[CH2:48][CH:49]1[CH2:54][CH2:53][N:52]([C:55](OC(C)(C)C)=O)[CH2:51][CH2:50]1)(=O)=O.C=O.Cl.[F:65][C:66]([F:71])([F:70])[C:67]([OH:69])=[O:68]>CN(C)C=O.C(O)=O.CCO.O1CCOCC1>[F:65][C:66]([F:71])([F:70])[C:67]([OH:69])=[O:68].[Cl:1][C:2]1[CH:3]=[C:4]([C:16]2[C:25]3[C:24]([F:26])=[CH:23][C:22]([O:27][CH2:48][CH:49]4[CH2:54][CH2:53][N:52]([CH3:55])[CH2:51][CH2:50]4)=[C:21]([F:28])[C:20]=3[C:19]3[C:29]([CH3:36])=[N:30][NH:31][C:18]=3[N:17]=2)[CH:5]=[CH:6][C:7]=1[OH:8] |f:1.2.3,12.13|. Procedure: 5-{3-Chloro-4-[(phenylmethyl)oxy]phenyl}-3-(1,1-dimethylethyl)-6,9-difluoro-1-methyl-3H-pyrazolo[3,4-c]isoquinolin-8-ol (0.030 g, 0.059 mmol) was dissolved in dimethylformamide (1 mL) and potassium carbonate (0.041 g, 0.296 mmol) was added followed by 1,1-dimethylethyl 4-{[(methylsulfonyl)oxy]methyl}piperidine-1-carboxylate (0.019 g, 0.065 mmol). The mixture was stirred at 70° C. for 15 h and then at 90° C. for 24 h. The mixture was partitioned between ethyl acetate and 1N NaOH. The organic port... Product: C(C)(C)(C)C(CC1=C(C=CC=C1)O)CCCCCCCCCCCCC (2-Tert-butyl pentadecylphenol). The reactants are C=CC/C=C\C/C=C\CCCCCCCC1=CC=CC(=C1)O (cardanol), O (water), [Al+3].[Cl-].[Cl-].[Cl-] (AlCl3), C(C)(C)(C)Cl (Tert-butyl chloride). Procedure: 2-Tert-butyl pentadecylphenol is prepared as disclosed in Fuel, 82 (2003), the disclosure of which is totally incorporated herein by reference. More specifically, hydrogenated cardanol (0.84 mol) is added to a three-neck round bottom flask containing AlCl3 (0.15 mol) and the system is cooled to a temperature between 0 and 5° C. Tert-butyl chloride (0.25 mol) is then slowly added from a dropping funnel with constant stirring over 4 hours. The formation of the product is monitored by thin layer ch... As a reaction SMILES: [CH2:1]=[CH:2][CH2:3]/[CH:4]=[CH:5]\[CH2:6]/[CH:7]=[CH:8]\[CH2:9][CH2:10][CH2:11][CH2:12][CH2:13][CH2:14][CH2:15][C:16]1[CH:21]=[C:20](O)[CH:19]=[CH:18][CH:17]=1.[Al+3].[Cl-].[Cl-].[Cl-].[C:27](Cl)([CH3:30])([CH3:29])[CH3:28].[OH2:32]>>[C:27]([CH:14]([CH2:13][CH2:12][CH2:11][CH2:10][CH2:9][CH2:8][CH2:7][CH2:6][CH2:5][CH2:4][CH2:3][CH2:2][CH3:1])[CH2:15][C:16]1[CH:21]=[CH:20][CH:19]=[CH:18][C:17]=1[OH:32])([CH3:30])([CH3:29])[CH3:28] |f:1.2.3.4|. Reaction conditions: time 4 hour.